Dataset: the Open Reaction Database (ORD), a public repository of structured organic reaction records. Task: describe an organic reaction: reactants, conditions, products, and yield Starting materials: ice, C(C)(C)(C)OC(NC=1C=NC=CC1C1=C(C=CC=C1)Cl)=O ([4-(2-chloro-phenyl)-pyridin-3-yl]-carbamic acid tert-butyl ester), C(=O)(C(F)(F)F)O (TFA). Solvent: C(Cl)Cl (CH2Cl2). Conditions: time 3.5 hour. Product: ClC1=C(C=CC=C1)C1=C(C=NC=C1)N (4-(2-Chloro-phenyl)-pyridin-3-ylamine). As a reaction SMILES: C(OC(=O)[NH:7][C:8]1[CH:9]=[N:10][CH:11]=[CH:12][C:13]=1[C:14]1[CH:19]=[CH:18][CH:17]=[CH:16][C:15]=1[Cl:20])(C)(C)C.C(O)(C(F)(F)F)=O>C(Cl)Cl>[Cl:20][C:15]1[CH:16]=[CH:17][CH:18]=[CH:19][C:14]=1[C:13]1[CH:12]=[CH:11][N:10]=[CH:9][C:8]=1[NH2:7]. Procedure details: An ice-cold solution of [4-(2-chloro-phenyl)-pyridin-3-yl]-carbamic acid tert-butyl ester (1.08 g, 3.54 mmol) in CH2Cl2 (11 mL) was treated with TFA (4.04 g, 2.73 mL) and stirred at room temperature for 3.5 hours. The volatiles were removed at a rotary evaporator and the residue taken up in CH2Cl2 and saturated aqueous NaHCO3 solution and the layers were separated. The aqueous layer was extracted twice with CH2Cl2 and the organic layers were washed with brine, dried over MgSO4, filtered, treated... Starting materials: compound ( 39 ), FC1=CC=C(C=C1)B(O)O (4-fluorophenylboronic acid), [O-]P(=O)([O-])[O-].[K+].[K+].[K+] (K3PO4), C(Cl)Cl (CH2Cl2), BrC=1C=C2C(=CNC2=CC1)/C(/C#N)=C/C=1C=NC=CC1 ((Z)-2-(5-bromo-1H-indol-3-yl)-3-pyridin-3-yl-acrylonitrile). The reagents and catalysts are C1=CC=C(C=C1)P([C-]2C=CC=C2)C3=CC=CC=C3.C1=CC=C(C=C1)P([C-]2C=CC=C2)C3=CC=CC=C3.Cl[Pd]Cl.[Fe+2] (PdCl2(dppf)). The solvent is C(C)OCC (diethyl ether), C1CCOC1 (THF). Conditions: temperature 50 celsius. Product: FC1=CC=C(C=C1)C=1C=C2C(=CNC2=CC1)/C(/C#N)=C/C=1C=NC=CC1 ((Z)-2-(5-(4-fluorophenyl)-1H-indol-3-yl)-3-(pyridin-3-yl)-acrylonitrile). RXN SMILES: Br[C:2]1[CH:3]=[C:4]2[C:8](=[CH:9][CH:10]=1)[NH:7][CH:6]=[C:5]2/[C:11](=[CH:14]/[C:15]1[CH:16]=[N:17][CH:18]=[CH:19][CH:20]=1)/[C:12]#[N:13].[O-]P([O-])([O-])=O.[K+].[K+].[K+].C(Cl)Cl.[F:32][C:33]1[CH:38]=[CH:37][C:36](B(O)O)=[CH:35][CH:34]=1>C1C=CC(P(C2C=CC=CC=2)[C-]2C=CC=C2)=CC=1.C1C=CC(P(C2C=CC=CC=2)[C-]2C=CC=C2)=CC=1.Cl[Pd]Cl.[Fe+2].C(OCC)C.C1COCC1>[F:32][C:33]1[CH:38]=[CH:37][C:36]([C:2]2[CH:3]=[C:4]3[C:8](=[CH:9][CH:10]=2)[NH:7][CH:6]=[C:5]3/[C:11](=[CH:14]/[C:15]2[CH:16]=[N:17][CH:18]=[CH:19][CH:20]=2)/[C:12]#[N:13])=[CH:35][CH:34]=1 |f:1.2.3.4,7.8.9.10|. Procedure: To a solution of (Z)-2-(5-bromo-1H-indol-3-yl)-3-pyridin-3-yl-acrylonitrile (180 mg, 0.56 mmol, 1.0 eq.) in anhydrous and degazed THF (6.0 mL) were added, under an argon atmosphere, K3PO4 (236 mg, 1.11 mmol, 2.0 eq.), PdCl2(dppf).CH2Cl2 (41 mg, 0.056 mmol, 0.1 eq.) and 4-fluorophenylboronic acid (155 mg, 1.11 mmol, 2.0 eq.). The reaction apparatus was protected from light and the mixture was heated at 50° C. for 16 hours, and then, quenched with a saturated aqueous ammonium chloride solution, af... Starting materials: C(C1=CC=CC=C1)(C1=CC=CC=C1)N1CC(C1)OC(C1=C(C=CC=C1)C(F)(F)F)C1=CC=C(C=C1)OC(F)F (1-benzhydryl-3-[2-(trifluoromethyl)-4′-(difluoromethoxy)-benzhydryloxy]azetidine), ClC(=O)OC(C)Cl (1-chloroethyl chloroformate). Solvent: ice water, C(Cl)Cl (DCM), ice water. Reaction conditions: time 1 hour. Product: Cl.FC(C1=C(C(C2=CC=C(C=C2)OC(F)F)OC2CNC2)C=CC=C1)(F)F (3-[2-(trifluoromethyl)-4′-(difluoromethoxy)benzhydryloxy]azetidine hydrochloride). RXN SMILES: C([N:14]1[CH2:17][CH:16]([O:18][CH:19]([C:30]2[CH:35]=[CH:34][C:33]([O:36][CH:37]([F:39])[F:38])=[CH:32][CH:31]=2)[C:20]2[CH:25]=[CH:24][CH:23]=[CH:22][C:21]=2[C:26]([F:29])([F:28])[F:27])[CH2:15]1)(C1C=CC=CC=1)C1C=CC=CC=1.[Cl:40]C(OC(Cl)C)=O>C(Cl)Cl>[ClH:40].[F:29][C:26]([F:27])([F:28])[C:21]1[CH:22]=[CH:23][CH:24]=[CH:25][C:20]=1[CH:19]([O:18][CH:16]1[CH2:17][NH:14][CH2:15]1)[C:30]1[CH:35]=[CH:34][C:33]([O:36][CH:37]([F:38])[F:39])=[CH:32][CH:31]=1 |f:3.4|. Procedure details: To a stirred solution of 1-benzhydryl-3-[2-(trifluoromethyl)-4′-(difluoro-methoxy)benzhydryloxy]azetidine (174) (2.73 g from previous step-assumed 4.7 mmol) in DCM (40 mL), cooled in ice-water bath, was added 1-chloroethyl chloroformate (1 mL, 9.4 mmol). After 1 h, the mixture was allowed to warm to ambient temperature. After a further 5.5 h, the mixture was concentrated under reduced pressure, methanol (40 mL) was added, and the mixture was stirred for 16 h. The mixture was concentrated under r... Starting materials: C1(=CC=CC=C1)C(=C1CC2CCCCN2CC1)C1=CC=CC=C1 (2-(diphenylmethylene)quinolizidine), CI (methyl iodide). The solvent is CC(=O)C (acetone). Run at time 24 hour. Product: CI.C1(=CC=CC=C1)C(=C1CC2CCCCN2CC1)C1=CC=CC=C1 (2-(Diphenylmethylene)quinolizidine methyl iodide). As a reaction SMILES: [C:1]1([C:7]([C:18]2[CH:23]=[CH:22][CH:21]=[CH:20][CH:19]=2)=[C:8]2[CH2:17][CH2:16][N:15]3[CH:10]([CH2:11][CH2:12][CH2:13][CH2:14]3)[CH2:9]2)[CH:6]=[CH:5][CH:4]=[CH:3][CH:2]=1.[CH3:24][I:25]>CC(C)=O>[CH3:24][I:25].[C:1]1([C:7]([C:18]2[CH:23]=[CH:22][CH:21]=[CH:20][CH:19]=2)=[C:8]2[CH2:17][CH2:16][N:15]3[CH:10]([CH2:11][CH2:12][CH2:13][CH2:14]3)[CH2:9]2)[CH:2]=[CH:3][CH:4]=[CH:5][CH:6]=1 |f:3.4|. Procedure details: In 10 ml. of acetone was dissolved 0.1 g. of 2-(diphenylmethylene)quinolizidine. After 1.0 ml. of methyl iodide was added to the solution, the mixture was stirred at room temperature of 24 hrs. The precipitated crystals were removed by filtration and recrystallized from methanol to give 0.1 g. of colorless needles having a melting point of 280° to 282° C.(decomposed). Reactants: [OH-].[Na+] (Sodium hydroxide), C(C)(C)(C)C=1C=C(C=CC1)O (3-tert-butyl phenol), BrCCC1OCCCO1 (2-(2-bromoethyl)-[1,3]dioxane). The solvent is O (water), O (water), C(C)(=O)O (acetic acid), C(C)(=O)OCC (ethyl acetate), C(C)(=O)OCC (ethyl acetate). Reaction conditions: time 30 minute. Product: C(C)(C)(C)C=1C=C(OCCC2OCCCO2)C=CC1 (2-[2-(3-tert-Butyl-phenoxy)-ethyl]-[1,3]dioxane). RXN SMILES: [OH-].[Na+].[C:3]([C:7]1[CH:8]=[C:9]([OH:13])[CH:10]=[CH:11][CH:12]=1)([CH3:6])([CH3:5])[CH3:4].Br[CH2:15][CH2:16][CH:17]1[O:22][CH2:21][CH2:20][CH2:19][O:18]1>O.C(OCC)(=O)C.C(O)(=O)C>[C:3]([C:7]1[CH:8]=[C:9]([CH:10]=[CH:11][CH:12]=1)[O:13][CH2:15][CH2:16][CH:17]1[O:22][CH2:21][CH2:20][CH2:19][O:18]1)([CH3:6])([CH3:4])[CH3:5] |f:0.1|. Procedure: Sodium hydroxide (3.46 g, 1.3 eq) was taken up in water (20 mL) and stirred for about 30 minutes. Then 3-tert-butyl phenol (10.0 g, 66.6 mmol) was added and the resulting mixture was stirred at room temperature for 30 minutes. Next, 2-(2-bromoethyl)-[1,3]dioxane (9.9 mL, 1.1 eq) was added ant the resulting mixture was heated at reflux for 40 hours. The reaction mixture was cooled to room temperature and then added ethyl acetate (150 mL) and with stirring acetic acid was added to pH=4, followed b... Reactants: COC1=C(C=CC(=C1)F)[N+](=O)[O-] (5-fluoro-2-nitrophenyl methyl ether), C(=O)([O-])[O-].[K+].[K+] (K2CO3), CS(=O)C (DMSO), CC(C)[C@@H]1N(CCNC1)C(=O)OC(C)(C)C (1,1-Dimethylethyl (2S)-2-(1-methylethyl)-1-piperazinecarboxylate). The solvent is CCOC(=O)C (EtOAc), O (H2O), C1CCOC1 (THF). Yields the product CC(C)[C@@H]1N(CCN(C1)C1=CC(=C(C=C1)[N+](=O)[O-])OC)C(=O)OC(C)(C)C (1,1-dimethylethyl (2S)-2-(1-methylethyl)-4-[3-(methyloxy)-4-nitrophenyl]-1-piperazinecarboxylate). The yield is 59.6%. As a reaction SMILES: [CH3:1][O:2][C:3]1[CH:8]=[C:7](F)[CH:6]=[CH:5][C:4]=1[N+:10]([O-:12])=[O:11].C([O-])([O-])=O.[K+].[K+].CS(C)=O.[CH3:23][CH:24]([C@H:26]1[CH2:31][NH:30][CH2:29][CH2:28][N:27]1[C:32]([O:34][C:35]([CH3:38])([CH3:37])[CH3:36])=[O:33])[CH3:25]>C1COCC1.CCOC(C)=O.O>[CH3:25][CH:24]([C@H:26]1[CH2:31][N:30]([C:7]2[CH:6]=[CH:5][C:4]([N+:10]([O-:12])=[O:11])=[C:3]([O:2][CH3:1])[CH:8]=2)[CH2:29][CH2:28][N:27]1[C:32]([O:34][C:35]([CH3:37])([CH3:36])[CH3:38])=[O:33])[CH3:23] |f:1.2.3|. Procedure: 4-Fluoro-2-(methyloxy)-1-nitrobenzene (Example 22, step A) (0.429 g, 2.51 mmol), and K2CO3 (0.410 g, 2.97 mmol) were placed in a flask with 14 mL of DMSO and stirred with a stir bar. 1,1-Dimethylethyl (2S)-2-(1-methylethyl)-1-piperazinecarboxylate (0.521 g, 2.28 mmol) was dissolved in 6.6 mL of THF and added via syringe. The mixture was stirred for 8 days and poured into H2O and EtOAc. The layers were separated, and the organic layer was washed with brine. The combined aqueous layers were extrac... Reactants: COC(=O)C1=C(O)c2ccc3ccccc3c2S(=O)(=O)N1C, Nc1ccc(Cl)nn1, Cc1ccccc1C. The product is CN1C(C(=O)Nc2ccc(Cl)nn2)=C(O)c2ccc3ccccc3c2S1(=O)=O. Reaction SMILES: [CH3:1][O:2][C:3](=[O:4])[C:5]1=[C:10]([OH:11])[c:9]2[c:8]([c:19]3[c:14]([cH:13][cH:12]2)[cH:15][cH:16][cH:17][cH:18]3)[S:7](=[O:20])(=[O:21])[N:6]1[CH3:22].[NH2:23][c:24]1[n:25][n:26][c:27]([Cl:30])[cH:28][cH:29]1.[c:31]1([CH3:32])[c:33]([CH3:34])[cH:35][cH:36][cH:37][cH:38]1>>[C:3](=[O:4])([C:5]1=[C:10]([OH:11])[c:9]2[c:8]([c:19]3[c:14]([cH:13][cH:12]2)[cH:15][cH:16][cH:17][cH:18]3)[S:7](=[O:20])(=[O:21])[N:6]1[CH3:22])[NH:23][c:24]1[n:25][n:26][c:27]([Cl:30])[cH:28][cH:29]1.